Task: describe an organic reaction: reactants, conditions, products, and yield. Dataset: the Open Reaction Database (ORD), a public repository of structured organic reaction records Starting materials: polyphosphoric acid, ClC=1C=CC(=C(OC2=C(C(=O)OC)C=CC(=C2)OC)C1)[N+](=O)[O-] (2-(5-chloro-2-nitrophenoxy)-4-methoxybenzoic acid, methyl ester). Run in O (water). Run at time 18 hour. Yields the product ClC1=CC=C(C=2OC3=CC(=CC=C3C(C12)=O)OC)[N+](=O)[O-] (1-Chloro-6-methoxy-4-nitro-9H-xanthen-9-one). Yield: 101.7%. As a reaction SMILES: [Cl:1][C:2]1[CH:3]=[CH:4][C:5]([N+:21]([O-:23])=[O:22])=[C:6]([CH:20]=1)[O:7][C:8]1[CH:17]=[C:16]([O:18][CH3:19])[CH:15]=[CH:14][C:9]=1[C:10]([O:12]C)=O>O>[Cl:1][C:2]1[C:20]2[C:10](=[O:12])[C:9]3[C:8](=[CH:17][C:16]([O:18][CH3:19])=[CH:15][CH:14]=3)[O:7][C:6]=2[C:5]([N+:21]([O-:23])=[O:22])=[CH:4][CH:3]=1. Procedure: To 500 g of polyphosphoric acid stirred at 110° C. was added 62.9 g of 2-(5-chloro-2-nitrophenoxy)-4-methoxybenzoic acid, methyl ester. After 18 hours, the hot solution was poured into water, and the resulting precipitate collected. The solid was washed with water and isopropyl alcohol to give 57.9 g of the title compound, mp 211°-213° C. after recrystallization from DMF.